From a dataset of the Open Reaction Database (ORD), a public repository of structured organic reaction records. describe an organic reaction: reactants, conditions, products, and yield Conditions: time 20 minute. Reported procedure: 10% Pd-C (227 mg) was added to a solution of (12) (0.346 g, 0.372 mmol) in MeOH (100 mL). The reaction flask was degassed three times with nitrogen and hydrogen gas was introduced at 1 atm. The mixture was rapidly stirred at room temperature for 20 minutes. After the reaction flask was evacuated and filled with nitrogen several times, the catalyst was filtered through a sintered glass filter (10-15μ) and solids were washed with MeOH. After solvent removal by rotary evaporation, the residue was p... The solvent is CO (MeOH). Starting materials: C(C)(C)(C)OC(=O)NCCCCCN(C(CCC(NCCCCCN(C(CCC(NCCCCCN(C(C)=O)OCC1=CC=CC=C1)=O)=O)OCC1=CC=CC=C1)=O)=O)OCC1=CC=CC=C1 (1-(tert-Butoxycarbonyl)-7,18,29-tris(benzyloxy)-8,11,19,22,30-pentaoxo-1,7,12,18,23,29-hexaazahentriacontane). Yield: 81.0%. The product is C(C)(C)(C)OC(=O)NCCCCCN(C(CCC(NCCCCCN(C(CCC(NCCCCCN(C(C)=O)O)=O)=O)O)=O)=O)O (1-(tert-Butoxycarbonyl)-7,18,29-trihydroxy-8,11,19,22,30-pentaoxo-1,7,12,18,23,29-hexaazahentriacontane). The reagents and catalysts are [Pd] (Pd-C). Reaction SMILES: [C:1]([O:5][C:6]([NH:8][CH2:9][CH2:10][CH2:11][CH2:12][CH2:13][N:14]([O:60]CC1C=CC=CC=1)[C:15](=[O:59])[CH2:16][CH2:17][C:18](=[O:58])[NH:19][CH2:20][CH2:21][CH2:22][CH2:23][CH2:24][N:25]([O:50]CC1C=CC=CC=1)[C:26](=[O:49])[CH2:27][CH2:28][C:29](=[O:48])[NH:30][CH2:31][CH2:32][CH2:33][CH2:34][CH2:35][N:36]([O:40]CC1C=CC=CC=1)[C:37](=[O:39])[CH3:38])=[O:7])([CH3:4])([CH3:3])[CH3:2]>CO.[Pd]>[C:1]([O:5][C:6]([NH:8][CH2:9][CH2:10][CH2:11][CH2:12][CH2:13][N:14]([OH:60])[C:15](=[O:59])[CH2:16][CH2:17][C:18](=[O:58])[NH:19][CH2:20][CH2:21][CH2:22][CH2:23][CH2:24][N:25]([OH:50])[C:26](=[O:49])[CH2:27][CH2:28][C:29](=[O:48])[NH:30][CH2:31][CH2:32][CH2:33][CH2:34][CH2:35][N:36]([OH:40])[C:37](=[O:39])[CH3:38])=[O:7])([CH3:2])([CH3:3])[CH3:4]. The reactants are C(C)(=O)O[Si](CC)(CC)CC (triethylsilyl acetate), SC1=CC=NC=C1 (4-mercaptopyridine), C([O-])([O-])=O.[Na+].[Na+] (sodium carbonate). The product is C(C)[Si](CC)(CC)O[Si](CC)(CC)CC (triethylsilyl ether). Yield: 71.0%. Reaction SMILES: C([O:4][Si:5]([CH2:10][CH3:11])([CH2:8][CH3:9])[CH2:6][CH3:7])(=O)C.S[C:13]1[CH:18]=CN=CC=1.C(=O)([O-])[O-].[Na+].[Na+]>>[CH2:6]([Si:5]([O:4][Si:5]([CH2:6][CH3:7])([CH2:8][CH3:9])[CH2:10][CH3:11])([CH2:18][CH3:13])[CH2:8][CH3:9])[CH3:7] |f:2.3.4|. Procedure details: This solution of chloride (4) is mixed with 4-mercaptopyridine (2.45 g; 1.3 equivalents) and sodium carbonate (1.8 g; 1 equivalents) and concentrated in vacuum. The residue is dissolved in toluene, filtered to remove solid, and extracted with toluene. This is extracted with 2N-hydrochloric acid, mixed with sodium hydrogen carbonate, reextracted with toluene, and worked up as usual to give 4-pyridylsulfide (7) (7.87 g). Yield: 71%. IR (CHCl3)ν: 3100-2900, 1735, 1707, 1610, 1430 cm-1.